Dataset: the Open Reaction Database (ORD), a public repository of structured organic reaction records. Task: describe an organic reaction: reactants, conditions, products, and yield The reactants are NC=1C=CC(=NC1)OC=1C=C2CCC(OC2=CC1)C1=CC=CC=C1 (5-amino-2-(2-phenylchroman-6-yloxy)pyridine), COC=1C=C(C=CC1)C1OC2=CC=C(C=C2CC1)OC1=NC=C(C=C1)[N+](=O)[O-] (2-[2-(3-methoxyphenyl)chroman-6-yloxy]-5-nitropyridine). The reagents and catalysts are [Zn] (Zn). The product is COC=1C=C(C=CC1)C1OC2=CC=C(C=C2CC1)OC1=CC=C(C=N1)N (6-[2-(3-Methoxyphenyl)chroman-6-yloxy]pyridin-3-ylamine). As a reaction SMILES: NC1C=CC(OC2C=C3C(=CC=2)OC(C2C=CC=CC=2)CC3)=NC=1.[CH3:25][O:26][C:27]1[CH:28]=[C:29]([CH:33]2[CH2:42][CH2:41][C:40]3[C:35](=[CH:36][CH:37]=[C:38]([O:43][C:44]4[CH:49]=[CH:48][C:47]([N+:50]([O-])=O)=[CH:46][N:45]=4)[CH:39]=3)[O:34]2)[CH:30]=[CH:31][CH:32]=1>[Zn]>[CH3:25][O:26][C:27]1[CH:28]=[C:29]([CH:33]2[CH2:42][CH2:41][C:40]3[C:35](=[CH:36][CH:37]=[C:38]([O:43][C:44]4[N:45]=[CH:46][C:47]([NH2:50])=[CH:48][CH:49]=4)[CH:39]=3)[O:34]2)[CH:30]=[CH:31][CH:32]=1. Procedure: 6-[2-(3-Methoxyphenyl)chroman-6-yloxy]pyridin-3-ylamine was prepared as described for 5-amino-2-(2-phenylchroman-6-yloxy)pyridine in Example 26 using 300 mg 2-[2-(3-methoxyphenyl)chroman-6-yloxy]-5-nitropyridine (Example 99(d)) and 1.0 g of Zn. H NMR (400 MHz, d6-DMSO) δ: 7.51 (d, 1H, J 3.0 Hz), 7.31 (t, 1H, J 15.8, 7.9 Hz), 7.04 (dd, 1H, J 8.7, 3.0 Hz), 6.99-7.02 (m, 1H), 6.99 (d, 1H, J 2.6 Hz), 6.90 (dd, 1H, J 8.9, 2.6 Hz), 6.79-6.81 (m, 1H), 6.72-6.74 (m, 2H), 6.69 (d, 1H, J 8.9 Hz), 5.06 (dd... Starting materials: Cl (HCl), C(C)OC(=O)C=1C=NC2=CC=C(C=C2C1NCC1=CC(=C(C=C1)OC)Cl)C#N (4-(3-Chloro-4-methoxyphenylmethylamino)-6-cyanoquinoline-3-carboxylic acid ethyl ester), C1CCOC1 (THF), [OH-].[Na+] (NaOH). Solvent: C(C)O (ethanol), CO (MeOH). Run at time 1 hour. Product: ClC=1C=C(C=CC1OC)CNC1=C(C=NC2=CC=C(C=C12)C#N)C(=O)O (4-[[(3-Chloro-4-methoxyphenyl)methyl]amino]-6-cyano-3-quinolinecarboxylic acid). The yield is 100.0%. Reaction SMILES: C([O:3][C:4]([C:6]1[CH:7]=[N:8][C:9]2[C:14]([C:15]=1[NH:16][CH2:17][C:18]1[CH:23]=[CH:22][C:21]([O:24][CH3:25])=[C:20]([Cl:26])[CH:19]=1)=[CH:13][C:12]([C:27]#[N:28])=[CH:11][CH:10]=2)=[O:5])C.C1COCC1.[OH-].[Na+].Cl>C(O)C.CO>[Cl:26][C:20]1[CH:19]=[C:18]([CH2:17][NH:16][C:15]2[C:14]3[C:9](=[CH:10][CH:11]=[C:12]([C:27]#[N:28])[CH:13]=3)[N:8]=[CH:7][C:6]=2[C:4]([OH:5])=[O:3])[CH:23]=[CH:22][C:21]=1[O:24][CH3:25] |f:2.3|. Procedure: To 8.0 g (20 mmol) 4-(3-Chloro-4-methoxyphenylmethylamino)-6-cyanoquinoline-3-carboxylic acid ethyl ester was added 100 mL THF, 100 mL MeOH and 100 mL 1M NaOH, and the resulting mixture was stirred well. The solids gradually dissolved as the reaction progressed. After 1 h, the THF and most of the MeOH was evaporated under reduced pressure to leave an aqueous slurry of a white solid. The slurry was acidified to pH 1.5 with HCl, stirred well for 1 h, and then filtered and washed well with water to... Reactants: CC(C)COc1ccc(S(C)(=O)=O)cc1C(=O)O, Cc1nc2cc(N3CCNCC3)ccc2s1, CCOC(C)=O, CC#N, Cl. The product is Cc1nc2cc(N3CCN(C(=O)c4cc(S(C)(=O)=O)ccc4OCC(C)C)CC3)ccc2s1. Reaction SMILES: [CH2:18]([CH:19]([CH3:20])[CH3:21])[O:22][c:23]1[c:24]([C:25](=[O:26])[OH:27])[cH:28][c:29]([S:32](=[O:33])(=[O:34])[CH3:35])[cH:30][cH:31]1.[CH3:2][c:3]1[s:4][c:5]2[c:6]([n:7]1)[cH:8][c:9]([N:12]1[CH2:13][CH2:14][NH:15][CH2:16][CH2:17]1)[cH:10][cH:11]2.[CH3:36][CH2:37][O:38][C:39](=[O:40])[CH3:41].[CH3:42][C:43]#[N:44].[ClH:1]>>[CH3:2][c:3]1[s:4][c:5]2[c:6]([n:7]1)[cH:8][c:9]([N:12]1[CH2:13][CH2:14][N:15]([C:25]([c:24]3[c:23]([O:22][CH2:18][CH:19]([CH3:20])[CH3:21])[cH:31][cH:30][c:29]([S:32](=[O:33])(=[O:34])[CH3:35])[cH:28]3)=[O:26])[CH2:16][CH2:17]1)[cH:10][cH:11]2. Reactants: C(C)OC(=O)C=1COC2=C(C1)C=CC(=C2)OCC2=CC=CC=C2 (7-(phenylmethoxy)-2H-1-benzopyran-3-carboxylic acid ethyl ester). Reagents/catalysts: [Pd] (palladium on charcoal). Run in alcohol. Yields the product C(C)OC(=O)C1COC2=C(C1)C=CC(=C2)O (racemic-3,4-dihydro-7-hydroxy-2H-1-benzopyran-3-carboxylic acid ethyl ester). Yield: 89.8%. RXN SMILES: [CH2:1]([O:3][C:4]([C:6]1[CH2:7][O:8][C:9]2[CH:15]=[C:14]([O:16]CC3C=CC=CC=3)[CH:13]=[CH:12][C:10]=2[CH:11]=1)=[O:5])[CH3:2]>[Pd]>[CH2:1]([O:3][C:4]([CH:6]1[CH2:11][C:10]2[CH:12]=[CH:13][C:14]([OH:16])=[CH:15][C:9]=2[O:8][CH2:7]1)=[O:5])[CH3:2]. Procedure: The ester from Example 54 (1.4 g) was dissolved in 25 ml of absolute alcohol and hydrogenated at atmospheric pressure in the presence of 0.2 g of 10% palladium on charcoal. The catalyst was removed by filtration on diatomaceous earth and after removal of the solvent, 0.9 g of racemic-3,4-dihydro-7-hydroxy-2H-1-benzopyran-3-carboxylic acid ethyl ester was obtained as a white solid. Starting materials: CC1(C)C(=O)N(Br)C(=O)N1Br, CCOC(=O)OC1CC2=CCC3C4CCC(C(C)CCCC(C)(C)O)C4(C)CCC3C2(C)C(OC(=O)OCC)C1, CCOC(C)=O, CCCCCC, Cc1ccccc1C. The product is CCOC(=O)OC1CC2=CC=C3C4CCC(C(C)CCCC(C)(C)O)C4(C)CCC3C2(C)C(OC(=O)OCC)C1. As a reaction SMILES: [Br:41][N:42]1[C:43]([CH3:44])([CH3:45])[C:46](=[O:47])[N:48]([Br:49])[C:50]1=[O:51].[CH2:1]([CH3:2])[O:3][C:4](=[O:5])[O:6][CH:7]1[CH2:8][CH:9]([O:35][C:36](=[O:37])[O:38][CH2:39][CH3:40])[CH2:10][C:11]2=[CH:12][CH2:13][CH:14]3[CH:15]4[CH2:16][CH2:17][CH:18]([CH:19]([CH2:20][CH2:21][CH2:22][C:23]([CH3:24])([CH3:25])[OH:26])[CH3:27])[C:28]4([CH3:34])[CH2:29][CH2:30][CH:31]3[C:32]12[CH3:33].[CH2:66]([O:67][C:68](=[O:69])[CH3:70])[CH3:71].[CH3:52][CH2:53][CH2:54][CH2:55][CH2:56][CH3:57].[c:58]1([CH3:59])[c:60]([CH3:61])[cH:62][cH:63][cH:64][cH:65]1>>[CH2:1]([CH3:2])[O:3][C:4](=[O:5])[O:6][CH:7]1[CH2:8][CH:9]([O:35][C:36](=[O:37])[O:38][CH2:39][CH3:40])[CH2:10][C:11]2=[CH:12][CH:13]=[C:14]3[CH:15]4[CH2:16][CH2:17][CH:18]([CH:19]([CH2:20][CH2:21][CH2:22][C:23]([CH3:24])([CH3:25])[OH:26])[CH3:27])[C:28]4([CH3:34])[CH2:29][CH2:30][CH:31]3[C:32]12[CH3:33]. RXN SMILES: C([O:3][C:4](=[O:24])[CH2:5][CH:6]1[O:10][B:9]([OH:11])[C:8]2[CH:12]=[C:13]([O:17][C:18]3[CH:23]=[CH:22][CH:21]=[CH:20][CH:19]=3)[CH:14]=[C:15]([CH3:16])[C:7]1=2)C.[OH-].[Li+].Cl>CO>[OH:11][B:9]1[C:8]2[CH:12]=[C:13]([O:17][C:18]3[CH:23]=[CH:22][CH:21]=[CH:20][CH:19]=3)[CH:14]=[C:15]([CH3:16])[C:7]=2[CH:6]([CH2:5][C:4]([OH:24])=[O:3])[O:10]1 |f:1.2|. Reported procedure: An ice-cold yellow solution of (1-hydroxy-4-methyl-6-phenoxy-1,3-dihydro-benzo[c][1,2]oxaborol-3-yl)-acetic acid ethyl ester G45 (0.19 g, 0.58 mmol) in MeOH (3 mL) was treated with lithium hydroxide (0.07 g, 2.92 mmol, in 2 mL of H2O) dropwise. The mixture was stirred at 0° C. for 2 h, then rt for 3 h. The mixture was acidified with 2 N HCl to pH 3, then extracted with EtOAc, dried (Na2SO4), filtered and concentrated to a yellow oil. The oil was purified by column chromatography (SiO2, AcOH/EtOA... Starting materials: Cl (HCl), ice, C(C)OC(CC1C2=C(B(O1)O)C=C(C=C2C)OC2=CC=CC=C2)=O ((1-hydroxy-4-methyl-6-phenoxy-1,3-dihydro-benzo[c][1,2]oxaborol-3-yl)-acetic acid ethyl ester), [OH-].[Li+] (lithium hydroxide). Conditions: temperature 0 celsius, time 2 hour. The product is OB1OC(C2=C1C=C(C=C2C)OC2=CC=CC=C2)CC(=O)O ((1-Hydroxy-4-methyl-6-phenoxy-1,3-dihydro-benzo[c][1,2]oxaborol-3-yl)-acetic acid). Solvent: CO (MeOH).